This data is from the Open Reaction Database (ORD), a public repository of structured organic reaction records. The task is: describe an organic reaction: reactants, conditions, products, and yield Reaction SMILES: [C:1]([Si:2]([c:3]1[cH:4][cH:5][cH:33][cH:34][cH:35]1)([O:6][CH2:7][C:8]([CH3:9])([CH3:10])[c:11]1[s:12][c:13](-[c:16]2[cH:17][c:18]([NH:22][c:23]3[n:24][cH:25][cH:26][c:27]([C:29]([F:30])([F:31])[F:32])[n:28]3)[cH:19][cH:20][cH:21]2)[cH:14][n:15]1)[c:36]1[cH:37][cH:38][cH:39][cH:40][cH:41]1)([CH3:42])([CH3:43])[CH3:44].[CH2:46]([N+:47]([CH2:48][CH2:49][CH2:50][CH3:51])([CH2:52][CH2:53][CH2:54][CH3:55])[CH2:56][CH2:57][CH2:58][CH3:59])[CH2:60][CH2:61][CH3:62].[CH2:63]1[O:64][CH2:65][CH2:66][CH2:67]1.[F-:45]>>[OH:6][CH2:7][C:8]([CH3:9])([CH3:10])[c:11]1[s:12][c:13](-[c:16]2[cH:17][c:18]([NH:22][c:23]3[n:24][cH:25][cH:26][c:27]([C:29]([F:30])([F:31])[F:32])[n:28]3)[cH:19][cH:20][cH:21]2)[cH:14][n:15]1. Starting materials: CC(C)(CO[Si](c1ccccc1)(c1ccccc1)C(C)(C)C)c1ncc(-c2cccc(Nc3nccc(C(F)(F)F)n3)c2)s1, CCCC[N+](CCCC)(CCCC)CCCC, C1CCOC1, [F-]. Yields the product CC(C)(CO)c1ncc(-c2cccc(Nc3nccc(C(F)(F)F)n3)c2)s1. Starting materials: COC=1C=C(C=CC1OC)C1=NN2C(S1)=NC=C2I (2-(3,4-dimethoxy-phenyl)-5-iodo-imidazo[2,1-b][1,3,4]thiadiazole), PdCl2(Ph3P)2, C(C)(C)(C)OC(=O)N1CCN(CC1)C1=NC=C(C=C1C(F)(F)F)B1OC(C(O1)(C)C)(C)C (4-[5-(4,4,5,5-tetramethyl-[1,3,2]dioxaborolan-2-yl)-3-trifluoromethyl-pyridin-2-yl]-piperazine-1-carboxylic acid tert-butyl ester), C(=O)([O-])[O-].[Na+].[Na+] (Na2CO3). The solvent is O1CCOCC1 (dioxane). Run at temperature 110 celsius. Yields the product C(C)(C)(C)OC(=O)N1CCN(CC1)C1=NC=C(C=C1C(F)(F)F)C1=CN=C2SC(=NN21)C2=CC(=C(C=C2)OC)OC (4-{5-[2-(3,4-Dimethoxy-phenyl)-imidazo[2,1-b][1,3,4]thiadiazol-5-yl]-3-trifluoromethyl-pyridin-2-yl}-piperazine-1-carboxylic acid tert-butyl ester). The yield is 55.7%. RXN SMILES: [CH3:1][O:2][C:3]1[CH:4]=[C:5]([C:11]2[S:15][C:14]3=[N:16][CH:17]=[C:18](I)[N:13]3[N:12]=2)[CH:6]=[CH:7][C:8]=1[O:9][CH3:10].[C:20]([O:24][C:25]([N:27]1[CH2:32][CH2:31][N:30]([C:33]2[C:38]([C:39]([F:42])([F:41])[F:40])=[CH:37][C:36](B3OC(C)(C)C(C)(C)O3)=[CH:35][N:34]=2)[CH2:29][CH2:28]1)=[O:26])([CH3:23])([CH3:22])[CH3:21].C([O-])([O-])=O.[Na+].[Na+]>O1CCOCC1>[C:20]([O:24][C:25]([N:27]1[CH2:28][CH2:29][N:30]([C:33]2[C:38]([C:39]([F:42])([F:40])[F:41])=[CH:37][C:36]([C:18]3[N:13]4[C:14]([S:15][C:11]([C:5]5[CH:6]=[CH:7][C:8]([O:9][CH3:10])=[C:3]([O:2][CH3:1])[CH:4]=5)=[N:12]4)=[N:16][CH:17]=3)=[CH:35][N:34]=2)[CH2:31][CH2:32]1)=[O:26])([CH3:23])([CH3:21])[CH3:22] |f:2.3.4|. Procedure: A mixture of 2-(3,4-dimethoxy-phenyl)-5-iodo-imidazo[2,1-b][1,3,4]thiadiazole (0.2 g, 0.517 mmol, 1 eq), PdCl2(Ph3P)2 (73 mg, 0.103 mmol, 0.2 eq), 4-[5-(4,4,5,5-tetramethyl-[1,3,2]dioxaborolan-2-yl)-3-trifluoromethyl-pyridin-2-yl]-piperazine-1-carboxylic acid tert-butyl ester (0.354 g, 0.775 mmol, 1.5 eq) and Na2CO3 (2M aqueous solution, 1 mL) in dioxane (4 mL) was heated at 110° C. for 2.5 h. The reaction was cooled down to rt and solvents were removed under reduced pressure. The residue was tr... Starting materials: C(#N)C=1C=CC2=C([C@@H]3[C@H](C(O2)(C)C)O3)C1 ((3R,4R)-6-cyano-2,2-dimethyl-3,4-epoxy-3,4-dihydro-2H-1-benzopyran), CN1N=C(N=N1)CNC1=CC=CC=C1 (N-(2-methyl-2H-tetrazol-5-ylmethyl)phenylamine). Yields the product C(#N)C=1C=CC2=C([C@@H]([C@H](C(O2)(C)C)O)N(CC=2N=NN(N2)C)C2=CC=CC=C2)C1 ((3R,4S)-6-cyano-4-[N-(2-methyl-2H-tetrazol-5-ylmethyl)phenylamino]-3-hydroxy-2,2-dimethyl-3,4-dihydro-2H-1-benzopyran). Yield: 77.4%. Reaction SMILES: [C:1]([C:3]1[CH:4]=[CH:5][C:6]2[O:11][C:10]([CH3:13])([CH3:12])[C@@H:9]3[O:14][C@@H:8]3[C:7]=2[CH:15]=1)#[N:2].[CH3:16][N:17]1[N:21]=[N:20][C:19]([CH2:22][NH:23][C:24]2[CH:29]=[CH:28][CH:27]=[CH:26][CH:25]=2)=[N:18]1>>[C:1]([C:3]1[CH:4]=[CH:5][C:6]2[O:11][C:10]([CH3:13])([CH3:12])[C@H:9]([OH:14])[C@@H:8]([N:23]([C:24]3[CH:29]=[CH:28][CH:27]=[CH:26][CH:25]=3)[CH2:22][C:19]3[N:20]=[N:21][N:17]([CH3:16])[N:18]=3)[C:7]=2[CH:15]=1)#[N:2]. Reported procedure: The same procedure as step 3 of example 1 was accomplished, except for using (3R,4R)-6-cyano-2,2-dimethyl-3,4-epoxy-3,4-dihydro-2H-1-benzopyran (200 mg, 0.99 mmol) and N-(2-methyl-2H-tetrazol-5-ylmethyl)phenylamine (188 mg, 0.99 mmol). The crude product was purified, to give desired compound (299 mg, yield: 77%). RXN SMILES: N1C2C(=CC(C(O)=O)=CC=2)N=CC=1.N1CCCCC1.[N:20]1[C:29]2[C:24](=[CH:25][C:26]([C:30]([N:32]3[CH2:37][CH:36]=[CH:35][CH2:34][CH2:33]3)=[O:31])=[CH:27][CH:28]=2)[N:23]=[CH:22][CH:21]=1.C(C1NC=CN=1)(C1NC=CN=1)=O>>[N:20]1[C:29]2[C:24](=[CH:25][C:26]([C:30]([N:32]3[CH2:37][CH2:36][CH2:35][CH2:34][CH2:33]3)=[O:31])=[CH:27][CH:28]=2)[N:23]=[CH:22][CH:21]=1. Procedure details: The coupling of 6-quinoxalinecarboxylic acid to piperidine is accomplished in a manner similar to that used for the preparation of Invention Compound XIII, or by any other method known in the art for activation of aromatic carboxylic acids, such as, for example, activation by carbonyl diimidazole. 1H NMR δ 1.56 and 1.73 (br, 6), 3.40 (br s, 2), 3.79 (br s, 2), 7.82 (dd, 1, J=8.8, 1.9 Hz), 8.13 (d, 1, J=1.6 Hz), 8.17 (d, 1, 8.6 Hz), and 8.9 ppm (m, 2). Reactants: N1=CC=NC2=CC(=CC=C12)C(=O)O (6-quinoxalinecarboxylic acid), aromatic carboxylic acids, C(=O)(C=1NC=CN1)C=1NC=CN1 (carbonyl diimidazole), N1CCCCC1 (piperidine), N1=CC=NC2=CC(=CC=C12)C(=O)N1CCC=CC1 (1-(quinoxalin-6-ylcarbonyl)-1,2,3,6-tetrahydropyridine). Yields the product N1=CC=NC2=CC(=CC=C12)C(=O)N1CCCCC1 (1-(quinoxalin-6-ylcarbonyl)-piperidine). Starting materials: OC1=NC2=CC=CC=C2C=C1 (2-hydroxyquinoline), C(C1=CC=CC=C1)OC=1C(OC(C1OCC1=CC=CC=C1)CCO)=O (3,4-dibenzyloxy-5-(2-hydroxyethyl)-2(5H)-furanone), 3,4-dihydroxy-5-[2-(4-phenoxy)phenoxyethyl]-2(5H)-furanone. Product: OC=1C(OC(C1O)CCOC1=NC2=CC=CC=C2C=C1)=O (3,4-dihydroxy-5-[2-(quinoline-2-oxy)ethyl]-2(5H)-furanone). The yield is 17.4%. As a reaction SMILES: [OH:1][C:2]1[CH:11]=[CH:10][C:9]2[C:4](=[CH:5][CH:6]=[CH:7][CH:8]=2)[N:3]=1.C([O:19][C:20]1[C:21](=[O:36])[O:22][CH:23]([CH2:33][CH2:34]O)[C:24]=1[O:25]CC1C=CC=CC=1)C1C=CC=CC=1>>[OH:19][C:20]1[C:21](=[O:36])[O:22][CH:23]([CH2:33][CH2:34][O:1][C:2]2[CH:11]=[CH:10][C:9]3[C:4](=[CH:5][CH:6]=[CH:7][CH:8]=3)[N:3]=2)[C:24]=1[OH:25]. Reported procedure: Mitsunoble coupling of 0.17 g (1.2 mmol) of 2-hydroxyquinoline with 0.34 g (1.0 mmol) of 3,4-dibenzyloxy-5-(2-hydroxyethyl)-2(5H)-furanone and subsequent benzyl group deprotection by hydrogenation were performed in a similar manner as described in the synthesis of 3,4-dihydroxy-5-[2-(4-phenoxy)phenoxyethyl]-2(5H)-furanone to provide 50 mg (17% yield) of 3,4-dihydroxy-5-[2-(quinoline-2-oxy)ethyl]-2(5H)-furanone as a fluffy white solid after recrystallization from ether and hexanes: 1H NMR (aceton... Reaction SMILES: [CH3:1][O:2][c:3]1[cH:4][c:5]([CH2:9][S:10][c:11]2[n:12][c:13]3[c:14]([nH:15]2)[cH:16][s:17][cH:18]3)[n:6][cH:7][cH:8]1.[CH3:27][N:28]([CH3:29])[CH:30]=[O:31].[Cl:21][C:22](=[O:23])[O:24][CH2:25][CH3:26].[H-:20].[Na+:19]>>[CH3:1][O:2][c:3]1[cH:4][c:5]([CH2:9][S:10][c:11]2[n:12]([C:22](=[O:23])[O:24][CH2:25][CH3:26])[c:13]3[c:14]([n:15]2)[cH:16][s:17][cH:18]3)[n:6][cH:7][cH:8]1. The product is CCOC(=O)n1c(SCc2cc(OC)ccn2)nc2cscc21. The reactants are COc1ccnc(CSc2nc3cscc3[nH]2)c1, CN(C)C=O, CCOC(=O)Cl, [H-], [Na+]. The reactants are solution, Cl (HCl), O1CCOCC1 (1,4-dioxane), C(C)(C)(C)OC(=O)N1CCN(CC1)CC1=CC=C(C=C1)NC(=O)NC=1N(N=C(C1)C(C)(C)C)CC (4-{4-[3-(5-tert-Butyl 2-ethyl-2H-pyrazol-3-yl)-ureido]-benzyl}-piperazine-1-carboxylic acid tert-butyl ester). The solvent is ClCCl (dichloromethane). Conditions: time 2 hour. Yields the product Cl.Cl.C(C)(C)(C)C=1C=C(N(N1)CC)NC(=O)NC1=CC=C(C=C1)CN1CCNCC1 (1-(5-tert-Butyl-2-ethyl-2H-pyrazol-3-yl)-3-(4-piperazin-1-ylmethyl-phenyl)-urea Dihydrochloride). Isolated yield 99.0%. RXN SMILES: C(OC([N:8]1[CH2:13][CH2:12][N:11]([CH2:14][C:15]2[CH:20]=[CH:19][C:18]([NH:21][C:22]([NH:24][C:25]3[N:26]([CH2:34][CH3:35])[N:27]=[C:28]([C:30]([CH3:33])([CH3:32])[CH3:31])[CH:29]=3)=[O:23])=[CH:17][CH:16]=2)[CH2:10][CH2:9]1)=O)(C)(C)C.[ClH:36].O1CCOCC1>ClCCl>[ClH:36].[ClH:36].[C:30]([C:28]1[CH:29]=[C:25]([NH:24][C:22]([NH:21][C:18]2[CH:19]=[CH:20][C:15]([CH2:14][N:11]3[CH2:12][CH2:13][NH:8][CH2:9][CH2:10]3)=[CH:16][CH:17]=2)=[O:23])[N:26]([CH2:34][CH3:35])[N:27]=1)([CH3:31])([CH3:32])[CH3:33] |f:4.5.6|. Procedure: 4-{4-[3-(5-tert-Butyl 2-ethyl-2H-pyrazol-3-yl)-ureido]-benzyl}-piperazine-1-carboxylic acid tert-butyl ester (105 mg, 0.216 mmol) is dissolved in dichloromethane (3 mL) and a 4M solution of HCl in 1,4-dioxane (0.86 mL, 3.5 mmol) is added and the mixture stirred at room temperature for 2 hours. After removal of solvent, the residue is triturated with diethyl ether and air-dried to obtain the title compound (99 mg, 99% yield, ES+(m/z) 385 [M+H]). The reactants are C1(=CC=CC=C1)C1=CC=C(C=C1)C1=CC=CC=C1 (para-terphenyl), [Al] (aluminum), ClC(C[Si](Cl)(Cl)Cl)Cl ((2,2-dichloroethyl)trichlorosilane). The solvent is C(=S)=S (CS2), CCCCCC (hexane), CCCCCC (hexane). The product is Cl[Si](Cl)(Cl)CC1C2=CC=CC=C2C=2C=CC(=CC12)C1=CC=CC=C1 (9-(trichlorosilyl)methyl-2-phenylfluorene). Yield: 10.0%. Reaction SMILES: [C:1]1([C:7]2[CH:12]=[CH:11][C:10]([C:13]3[CH:18]=[CH:17][CH:16]=[CH:15][CH:14]=3)=[CH:9][CH:8]=2)[CH:6]=[CH:5][CH:4]=[CH:3][CH:2]=1.[Al].Cl[CH:21](Cl)[CH2:22][Si:23]([Cl:26])([Cl:25])[Cl:24]>C(=S)=S.CCCCCC>[Cl:24][Si:23]([CH2:22][CH:21]1[C:8]2[CH:9]=[C:10]([C:13]3[CH:14]=[CH:15][CH:16]=[CH:17][CH:18]=3)[CH:11]=[CH:12][C:7]=2[C:1]2[C:2]1=[CH:3][CH:4]=[CH:5][CH:6]=2)([Cl:26])[Cl:25]. Procedure details: In the same apparatus and procedures as Example 1 above, 5.0 g (21.7 mmol) of para-terphenyl and 0.30 g (11.1 mmol) of aluminum were alkylated in CS2 (50 ml) solution with (2,2-dichloroethyl)trichlorosilane 6.68 g (21.7 mmol) under dry nitrogen atmospheric pressure for 24 hrs at reflux temperature. Freshly distilled hexane (100 ml) was added to the reaction mixture and insoluble solids in hexane were filtered from the organic solution. After hexane and CS2 were distilled, recrystallization from ...